Dataset: the Open Reaction Database (ORD), a public repository of structured organic reaction records. Task: describe an organic reaction: reactants, conditions, products, and yield The reactants are CC1=NOC(=C1I)C (3,5-dimethyl-4-iodoisoxazole), BrC=1C=C(C=CC1)B(O)O (3-bromophenylboronic acid), BrC=1C=C(C=CC1)C=1C=NC=CC1 (3-(3'-bromophenyl)pyridine). The product is BrC=1C=C(C=CC1)C=1C(=NOC1C)C (4-m-bromophenyl-3,5-dimethylisoxazole). Yield: 119.0%. Reaction SMILES: [CH3:1][C:2]1[C:6](I)=[C:5]([CH3:8])[O:4][N:3]=1.[Br:9][C:10]1[CH:11]=[C:12](B(O)O)[CH:13]=[CH:14][CH:15]=1.BrC1C=C(C2C=NC=CC=2)C=CC=1>>[Br:9][C:10]1[CH:15]=[C:14]([C:6]2[C:2]([CH3:1])=[N:3][O:4][C:5]=2[CH3:8])[CH:13]=[CH:12][CH:11]=1. Procedure: The reaction of 3,5-dimethyl-4-iodoisoxazole (Kochetkov, N. K. Zhurnal Obschchie Khimii, 31, 2167-2172 (1961)) (2.4 g, 11 mmol) with 3-bromophenylboronic acid (2.24 g, 11 mmol) using the procedure for the preparation of 3-(3'-bromophenyl)pyridine gave 3.3 g crude 4-m-bromophenyl-3,5-dimethylisoxazole. After a quick filtration on Si gel (eluting with CH2Cl2), the material was further purified by preparative TLC on 12-1000μ Si Gel GF plates (eluting with 10% acetone/hexane and extracting with 10% ...